From a dataset of the Open Reaction Database (ORD), a public repository of structured organic reaction records. describe an organic reaction: reactants, conditions, products, and yield Reported procedure: To dimethyl malonate (493 mg, 3.73 mmol) in DMF (8 ml) was added in an ice bath sodium hydride (75 mg, 3.13 mmol). Then the mixture was stirred at room temperature for 30 minutes. Thereto was added 9-benzyl-2-chloromethyl-8-hydroxyadenine (0.10 g, 0.37 mmol), and the mixture was stirred at room temperature for 21 hours. After removing the solvent, the residue was poured into water, concentrated, and neutralized with hydrochloric acid. The resulting solid was filtered, washed with water and dried... Starting materials: C(C1=CC=CC=C1)N1C2=NC(=NC(=C2N=C1O)N)CC(C(=O)OC)C(=O)OC (9-benzyl-2-(2,2-dimethoxycarbonylethyl)-8-hydroxyadenine), Cl (hydrochloric acid), C(O)([O-])=O.[Na+] (sodium hydrogencarbonate). The solvent is O1CCOCC1 (1,4-dioxane). Yield: 90.0%. Reaction SMILES: [CH2:1]([N:8]1[C:16]([OH:17])=[N:15][C:14]2[C:9]1=[N:10][C:11]([CH2:19][CH:20](C(OC)=O)[C:21]([O:23]C)=[O:22])=[N:12][C:13]=2[NH2:18])[C:2]1[CH:7]=[CH:6][CH:5]=[CH:4][CH:3]=1.Cl.C(=O)([O-])O.[Na+]>O1CCOCC1>[CH2:1]([N:8]1[C:16]([OH:17])=[N:15][C:14]2[C:9]1=[N:10][C:11]([CH2:19][CH2:20][C:21]([OH:23])=[O:22])=[N:12][C:13]=2[NH2:18])[C:2]1[CH:3]=[CH:4][CH:5]=[CH:6][CH:7]=1 |f:2.3|. Yields the product C(C1=CC=CC=C1)N1C2=NC(=NC(=C2N=C1O)N)CCC(=O)O (9-Benzyl-2-(2-carboxyethyl)-8-hydroxyadenine). Reactants: O=C1CC2(CCOC(N12)(C)C)C (8-oxo-2,2,6-trimethyl-3-oxa-1-azabicyclo[4.2.0]octane), C(C)(C)NC(C)C (diisopropylamine), C(C)(C)I (isopropyl iodide), C(CCC)[Li] (n-butyl lithium). The solvent is C1CCOC1 (THF), C1CCOC1 (THF), CCOC(=O)C (EtOAc), CN(P(=O)(N(C)C)N(C)C)C (hexamethylphosphoramide). Conditions: temperature -78 celsius, time 10 minute. Yields the product O=C1C(C2(CCOC(N12)(C)C)C)C(C)C (8-oxo-2,2,6-trimethyl-7-isopropyl-3-oxa-1-azabicyclo[4.2.0]-octane). RXN SMILES: [CH:1](NC(C)C)([CH3:3])[CH3:2].C([Li])CCC.[O:13]=[C:14]1[N:21]2[C:16]([CH3:24])([CH2:17][CH2:18][O:19][C:20]2([CH3:23])[CH3:22])[CH2:15]1.C(I)(C)C>CCOC(C)=O.CN(C)P(N(C)C)(N(C)C)=O.C1COCC1>[O:13]=[C:14]1[N:21]2[C:16]([CH3:24])([CH2:17][CH2:18][O:19][C:20]2([CH3:23])[CH3:22])[CH:15]1[CH:1]([CH3:3])[CH3:2]. Procedure details: THF, 20 ml is placed under N2, treated with 1.54 ml diisopropylamine and cooled to -78° C. A solution of n-butyl lithium (1.97 M in hexane; 5.6 ml) is added dropwise over 5 min. The reaction mixture is stirred at -78° C. for 10 min. and then treated with 8-oxo-2,2,6-trimethyl-3-oxa-1-azabicyclo[4.2.0]octane (0.0079 mmole) ml THF added dropwise over 5 min. After another 10 min. hexamethylphosphoramide 1.97 ml is added. The mixture is stirred another 10 min., then treated with 2 ml of isopropyl io...